Dataset: the Open Reaction Database (ORD), a public repository of structured organic reaction records. Task: describe an organic reaction: reactants, conditions, products, and yield The reactants are solution, CC(C)C[AlH]CC(C)C (DIBAL-H), saturated solution, [C@@H]([C@H](C(=O)[O-])O)(C(=O)[O-])O.[Na+].[K+] (Rochelle salt), C(=O)=O (carbon dioxide), C(C)OC(=O)C=1OC2=C(C1C)C=CC=C2Br (2-ethyloxycarbonyl-3-methyl-7-bromobenzofuran). The solvent is C1(=CC=CC=C1)C (toluene), O (water), C1(=CC=CC=C1)C (toluene), CC(=O)C (acetone). The product is OCC=1OC2=C(C1C)C=CC=C2Br (2-hydroxymethyl-3-methyl-7-bromobenzofuran). The yield is 74.0%. RXN SMILES: CC(C[AlH]CC(C)C)C.C(=O)=O.C([O:15][C:16]([C:18]1[O:19][C:20]2[C:27]([Br:28])=[CH:26][CH:25]=[CH:24][C:21]=2[C:22]=1[CH3:23])=O)C.[C@H](O)(C([O-])=O)[C@@H](O)C([O-])=O.[Na+].[K+]>C1(C)C=CC=CC=1.O.CC(C)=O>[OH:15][CH2:16][C:18]1[O:19][C:20]2[C:27]([Br:28])=[CH:26][CH:25]=[CH:24][C:21]=2[C:22]=1[CH3:23] |f:3.4.5|. Reported procedure: 51.82 ml of a 1.5 molar solution of DIBAL-H in toluene are added dropwise to a solution, cooled to -78° C. with a bath of solid carbon dioxide and acetone, of 10 g (35.3 mmol) of 2-ethyloxycarbonyl-3-methyl-7-bromobenzofuran in 100 ml of toluene. The solution is allowed to return to room temperature and 50 ml of water and 100 ml of a saturated solution of Rochelle salt are successively added. Extraction is carried out with ethyl acetate (3×80 ml). The organic phases are combined, dried over magn... Starting materials: C[Si](C)(C)Br (trimethylsilyl bromide), [Si](C1=CC=CC=C1)(C1=CC=CC=C1)(C(C)(C)C)OCC1=C(N=C(O1)C1=CC=CC=C1)COCOC (5-tert-butyldiphenylsilyloxymethyl-4-methoxymethoxymethyl-2-phenyl-1,3-oxazole), C(O)([O-])=O.[Na+] (sodium hydrogen carbonate). The solvent is C(Cl)(Cl)Cl (chloroform). Conditions: temperature -40 celsius, time 30 minute. The product is [Si](C1=CC=CC=C1)(C1=CC=CC=C1)(C(C)(C)C)OCC1=C(N=C(O1)C1=CC=CC=C1)CO ([5-(tert-butyldiphenylsilyloxymethyl)-2-phenyl-1,3-oxazol-4-yl]methanol). RXN SMILES: [Si:1]([O:18][CH2:19][C:20]1[O:24][C:23]([C:25]2[CH:30]=[CH:29][CH:28]=[CH:27][CH:26]=2)=[N:22][C:21]=1[CH2:31][O:32]COC)([C:14]([CH3:17])([CH3:16])[CH3:15])([C:8]1[CH:13]=[CH:12][CH:11]=[CH:10][CH:9]=1)[C:2]1[CH:7]=[CH:6][CH:5]=[CH:4][CH:3]=1.C[Si](Br)(C)C.C(=O)([O-])O.[Na+]>C(Cl)(Cl)Cl>[Si:1]([O:18][CH2:19][C:20]1[O:24][C:23]([C:25]2[CH:26]=[CH:27][CH:28]=[CH:29][CH:30]=2)=[N:22][C:21]=1[CH2:31][OH:32])([C:14]([CH3:15])([CH3:16])[CH3:17])([C:8]1[CH:9]=[CH:10][CH:11]=[CH:12][CH:13]=1)[C:2]1[CH:7]=[CH:6][CH:5]=[CH:4][CH:3]=1 |f:2.3|. Procedure details: To a mixture of 5-tert-butyldiphenylsilyloxymethyl-4-methoxymethoxymethyl-2-phenyl-1,3-oxazole (20.0 g) and chloroform (250 mL) added dropwise trimethylsilyl bromide (25.0 g) at −40° C. The reaction mixture was stirred at −40° C. for 30 min, and the mixture was further stirred at room temperature for 1 hr. The reaction mixture was poured into saturated aqueous sodium hydrogen carbonate, and extracted with chloroform. The organic layer was dried over magnesium sulfate and concentrated. The residu... The reactants are C(C)OC(CN1C=CC2=CC(=CC=C12)O)=O ((5-hydroxy-indol-1-yl)-acetic acid ethyl ester), ClC(C)C1=C(N=C(S1)C1=CC=C(C=C1)C(F)(F)F)C ([rac)-5-(1-chloro-ethyl)-4-methyl-2-(4-trifluoromethyl-phenyl)-thiazole), C([O-])([O-])=O.[Cs+].[Cs+] (cesium carbonate), [I-].[K+] (potassium iodide). Solvent: CN(C=O)C (N,N-dimethylformamide). Yields the product C(C)OC(CN1C=CC2=CC(=CC=C12)OC(C)C1=C(N=C(S1)C1=CC=C(C=C1)C(F)(F)F)C)=O ([rac]-(5-{1-[4-Methyl-2-(4-trifluoromethyl-phenyl)-thiazol-5-yl]-ethoxy}-indol-1-yl)-acetic acid ethyl ester). As a reaction SMILES: [CH2:1]([O:3][C:4](=[O:16])[CH2:5][N:6]1[C:14]2[C:9](=[CH:10][C:11]([OH:15])=[CH:12][CH:13]=2)[CH:8]=[CH:7]1)[CH3:2].Cl[CH:18]([C:20]1[S:24][C:23]([C:25]2[CH:30]=[CH:29][C:28]([C:31]([F:34])([F:33])[F:32])=[CH:27][CH:26]=2)=[N:22][C:21]=1[CH3:35])[CH3:19].C(=O)([O-])[O-].[Cs+].[Cs+].[I-].[K+]>CN(C)C=O>[CH2:1]([O:3][C:4](=[O:16])[CH2:5][N:6]1[C:14]2[C:9](=[CH:10][C:11]([O:15][CH:18]([C:20]3[S:24][C:23]([C:25]4[CH:26]=[CH:27][C:28]([C:31]([F:33])([F:34])[F:32])=[CH:29][CH:30]=4)=[N:22][C:21]=3[CH3:35])[CH3:19])=[CH:12][CH:13]=2)[CH:8]=[CH:7]1)[CH3:2] |f:2.3.4,5.6|. Procedure details: In analogy to the procedure described in example 1 a], (5-hydroxy-indol-1-yl)-acetic acid ethyl ester was reacted with [rac)-5-(1-chloro-ethyl)-4-methyl-2-(4-trifluoromethyl-phenyl)-thiazole in the presence of cesium carbonate and potassium iodide in N,N-dimethylformamide for 4 h at ambient temperature to give the title compound as yellow solid. The reactants are Cl (hydrochloric acid), ClC1=CC=C(C=C1)SC=1SC=CC1 (2-(4-chlorophenylthio)thiophene), CN(C=O)C (dimethylformamide), C(CCC)[Li] (n-butyllithium). Run in O1CCCC1 (tetrahydrofuran). Conditions: temperature -30 celsius, time 2 hour. Yields the product ClC1=CC=C(C=C1)SC1=CC=C(S1)C=O (5-(4-Chlorophenylthio)thiophene-2-aldehyde). Reaction SMILES: [Cl:1][C:2]1[CH:7]=[CH:6][C:5]([S:8][C:9]2[S:10][CH:11]=[CH:12][CH:13]=2)=[CH:4][CH:3]=1.C([Li])CCC.CN(C)[CH:21]=[O:22].Cl>O1CCCC1>[Cl:1][C:2]1[CH:3]=[CH:4][C:5]([S:8][C:9]2[S:10][C:11]([CH:21]=[O:22])=[CH:12][CH:13]=2)=[CH:6][CH:7]=1. Procedure: To a solution of 2-(4-chlorophenylthio)thiophene (9.8 g) in dry tetrahydrofuran (75 ml) at -30° C. under nitrogen, was added dropwise, n-butyllithium (17.4 ml, 2.5M) and the solution left to stir at -30° C. for 2 hours. Dry dimethylformamide (5.1 ml) was then added and the solution allowed to stir at -30° C. for a further hour, warmed to room termperature and stirred overnight. The reaction mixture was poured onto 2N hydrochloric acid (75 ml), extracted with ether (2×100 ml), dried over MgSO4 an... Starting materials: CCn1nnc(N)n1, O=C(Cl)C1c2ccccc2Oc2ccccc21. The product is CCn1nnc(NC(=O)C2c3ccccc3Oc3ccccc32)n1. As a reaction SMILES: [NH2:1][c:2]1[n:3][n:4][n:5]([CH2:7][CH3:8])[n:6]1.[cH:9]1[cH:10][cH:11][cH:12][c:13]2[c:22]1[CH:21]([C:23](=[O:24])[Cl:25])[c:20]1[c:15]([cH:16][cH:17][cH:18][cH:19]1)[O:14]2>>[NH:1]([c:2]1[n:3][n:4][n:5]([CH2:7][CH3:8])[n:6]1)[C:23]([CH:21]1[c:20]2[c:15]([cH:16][cH:17][cH:18][cH:19]2)[O:14][c:13]2[cH:12][cH:11][cH:10][cH:9][c:22]21)=[O:24]. Reactants: C(C1=CC=CC=C1)Cl (benzyl chloride), Br.COC1=CC=C(C[C@@H]2NCCC[C@@H]2C(=O)O)C=C1 (cis-2-(p-methoxybenzyl)-3-piperidinecarboxylic acid hydrobromide), C([O-])(O)=O.[Na+] (sodium bicarbonate). Yields the product Cl (hydrochloric acid), C(C1=CC=CC=C1)N1[C@H]([C@H](CCC1)C(=O)O)CC1=CC=C(C=C1)OC (cis-1-benzyl-2-(p-methoxybenzyl)-3-piperidinecarboxylic acid). Solvent: CN(C=O)C (dimethylformamide). Reaction SMILES: Br.[CH3:2][O:3][C:4]1[CH:19]=[CH:18][C:7]([CH2:8][C@H:9]2[C@@H:14]([C:15]([OH:17])=[O:16])[CH2:13][CH2:12][CH2:11][NH:10]2)=[CH:6][CH:5]=1.C(=O)(O)[O-].[Na+].[CH2:25]([Cl:32])[C:26]1[CH:31]=[CH:30][CH:29]=[CH:28][CH:27]=1>CN(C)C=O>[ClH:32].[CH2:25]([N:10]1[CH2:11][CH2:12][CH2:13][C@H:14]([C:15]([OH:17])=[O:16])[C@@H:9]1[CH2:8][C:7]1[CH:6]=[CH:5][C:4]([O:3][CH3:2])=[CH:19][CH:18]=1)[C:26]1[CH:31]=[CH:30][CH:29]=[CH:28][CH:27]=1 |f:0.1,2.3|. Procedure: A mixture of 9.9 g. of cis-2-(p-methoxybenzyl)-3-piperidinecarboxylic acid hydrobromide, 7.6 g. of sodium bicarbonate, 3.8 g. of benzyl chloride, and 100 ml. of dimethylformamide is stirred and refluxed for 2 hours. The reaction mixture is concentrated under reduced pressure, and the resulting residue is taken up in 100 ml. of water. By acidification with 30 ml. of N hydrochloric acid, there is produced cis-1-benzyl-2-(p-methoxybenzyl)-3-piperidinecarboxylic acid. Starting materials: CCOC(=O)c1ccc(COc2ccc(C(C)C(O)(c3ccnc(C)c3)C(F)(F)F)c(Cl)c2)cc1, C1CCOC1, CO, [Li+], [OH-]. The product is Cc1cc(C(O)(C(C)c2ccc(OCc3ccc(C(=O)O)cc3)cc2Cl)C(F)(F)F)ccn1. Reaction SMILES: [CH2:1]([CH3:2])[O:3][C:4]([c:5]1[cH:6][cH:7][c:8]([CH2:11][O:12][c:13]2[cH:14][c:15]([Cl:34])[c:16]([CH:19]([C:20]([C:21]([F:22])([F:23])[F:24])([c:25]3[cH:26][c:27]([CH3:31])[n:28][cH:29][cH:30]3)[OH:32])[CH3:33])[cH:17][cH:18]2)[cH:9][cH:10]1)=[O:35].[CH2:38]1[O:39][CH2:40][CH2:41][CH2:42]1.[CH3:43][OH:44].[Li+:37].[OH-:36]>>[O:3]=[C:4]([c:5]1[cH:6][cH:7][c:8]([CH2:11][O:12][c:13]2[cH:14][c:15]([Cl:34])[c:16]([CH:19]([C:20]([C:21]([F:22])([F:23])[F:24])([c:25]3[cH:26][c:27]([CH3:31])[n:28][cH:29][cH:30]3)[OH:32])[CH3:33])[cH:17][cH:18]2)[cH:9][cH:10]1)[OH:35].